describe an organic reaction: reactants, conditions, products, and yield From a dataset of the Open Reaction Database (ORD), a public repository of structured organic reaction records. Starting materials: C1CCOC1, N#Cc1ccc(CCCCC2CCC(C3CC[SiH](Cl)CC3)CC2)cc1, C1CC[SiH2]CC1. The product is C=CCCC[SiH]1CCC(C2CCC(CCCCc3ccc(C#N)cc3)CC2)CC1. Reaction SMILES: [CH2:32]1[O:33][CH2:34][CH2:35][CH2:36]1.[Cl:1][SiH:2]1[CH2:3][CH2:4][CH:5]([CH:8]2[CH2:9][CH2:10][CH:11]([CH2:14][CH2:15][CH2:16][CH2:17][c:18]3[cH:19][cH:20][c:21]([C:24]#[N:25])[cH:22][cH:23]3)[CH2:12][CH2:13]2)[CH2:6][CH2:7]1.[SiH2:26]1[CH2:27][CH2:28][CH2:29][CH2:30][CH2:31]1>>[SiH:2]1([CH2:31][CH2:30][CH2:29][CH:28]=[CH2:27])[CH2:3][CH2:4][CH:5]([CH:8]2[CH2:9][CH2:10][CH:11]([CH2:14][CH2:15][CH2:16][CH2:17][c:18]3[cH:19][cH:20][c:21]([C:24]#[N:25])[cH:22][cH:23]3)[CH2:12][CH2:13]2)[CH2:6][CH2:7]1. Isolated yield 136.8%. Procedure details: A suspension of Spinosyn A (5.0 gms, 5.13 mmol) and sodium acetate trihydrate (4.68 gms, 34.4 mmol) in 80% methanol/water (125 ml) was heated to 47° C. under nitrogen. The pH dropped from 10 to 8 on addition of iodine (1.75 gms, 68.0 mmol) as a solid in one portion, giving a brown color. The pH was maintained at 8-9 by periodic addition of 1N sodium hydroxide. The reaction was heated for 2.75 h (during which time the color faded to pale yellow), and was then cooled to ambient temperature. The so... The solvent is CO.O (methanol water), O (water). Yields the product C(C)(=O)[O-].[NH4+] (ammonium acetate), CC[C@H]1CCC[C@@H]([C@H](C(=O)C2=C[C@H]3[C@@H]4C[C@@H](C[C@H]4C=C[C@H]3[C@@H]2CC(=O)O1)O[C@H]5[C@@H]([C@@H]([C@H]([C@@H](O5)C)OC)OC)OC)C)O[C@H]6CC[C@@H]([C@H](O6)C)NC (Spinosyn B). Reaction SMILES: [CH3:1][CH2:2][C@@H:3]1[O:26][C:24](=[O:25])[CH2:23][C@@H:22]2[C:11](=[CH:12][C@@H:13]3[C@H:21]2[CH:20]=[CH:19][C@H:18]2[C@H:14]3[CH2:15][C@H:16]([O:27][C@@H:28]3[O:33][C@@H:32]([CH3:34])[C@H:31]([O:35][CH3:36])[C@@H:30]([O:37][CH3:38])[C@H:29]3[O:39][CH3:40])[CH2:17]2)[C:9](=[O:10])[C@H:8]([CH3:41])[C@@H:7]([O:42][C@@H:43]2[O:48][C@H:47]([CH3:49])[C@@H:46]([N:50](C)[CH3:51])[CH2:45][CH2:44]2)[CH2:6][CH2:5][CH2:4]1.O.O.O.C([O-])(=O)C.[Na+].II.[OH-].[Na+].[OH-].[NH4+]>CO.O.O>[C:24]([O-:26])(=[O:25])[CH3:23].[NH4+:50].[CH3:1][CH2:2][C@@H:3]1[O:26][C:24](=[O:25])[CH2:23][C@@H:22]2[C:11](=[CH:12][C@@H:13]3[C@H:21]2[CH:20]=[CH:19][C@H:18]2[C@H:14]3[CH2:15][C@H:16]([O:27][C@@H:28]3[O:33][C@@H:32]([CH3:34])[C@H:31]([O:35][CH3:36])[C@@H:30]([O:37][CH3:38])[C@H:29]3[O:39][CH3:40])[CH2:17]2)[C:9](=[O:10])[C@H:8]([CH3:41])[C@@H:7]([O:42][C@@H:43]2[O:48][C@H:47]([CH3:49])[C@@H:46]([NH:50][CH3:51])[CH2:45][CH2:44]2)[CH2:6][CH2:5][CH2:4]1 |f:1.2.3.4.5,7.8,9.10,11.12,14.15|. Run at temperature 47 celsius. Reactants: CC[C@H]1CCC[C@@H]([C@H](C(=O)C2=C[C@H]3[C@@H]4C[C@@H](C[C@H]4C=C[C@H]3[C@@H]2CC(=O)O1)O[C@H]5[C@@H]([C@@H]([C@H]([C@@H](O5)C)OC)OC)OC)C)O[C@H]6CC[C@@H]([C@H](O6)C)N(C)C (Spinosyn A), O.O.O.C(C)(=O)[O-].[Na+] (sodium acetate trihydrate), [OH-].[NH4+] (ammonium hydroxide), II (iodine), [OH-].[Na+] (sodium hydroxide). Starting materials: CC(C)(C)OC(=O)N1CCN(CC1)S(=O)(=O)N (4-(aminosulfonyl)-1-piperazinecarboxylic acid-1,1-dimethylethyl ester), product, C1(CCCCC1)P(C1=C(C=CC=C1)C1=C(C=C(C=C1C(C)C)C(C)C)C(C)C)C1CCCCC1 (2-dicyclohexylphosphino-2′,4′,6′-tri-isopropyl-1,1′-biphenyl), C([O-])([O-])=O.[Cs+].[Cs+] (cesium carbonate), ClC1=NC(=NC(=C1)OCC(F)(F)F)SCC1=C(C(=CC=C1)F)F (4-chloro-2-[[(2,3-difluorophenyl)methyl]thio]-6-(2,2,2-trifluoroethoxy)-pyrimidine), product. Reagents/catalysts: C=1C=CC(=CC1)/C=C/C(=O)/C=C/C2=CC=CC=C2.C=1C=CC(=CC1)/C=C/C(=O)/C=C/C2=CC=CC=C2.C=1C=CC(=CC1)/C=C/C(=O)/C=C/C2=CC=CC=C2.[Pd].[Pd] (tris(dibenzylideneacetone)dipalladium). Run in O1CCOCC1 (dioxane). The product is CC(C)(C)OC(=O)N1CCN(CC1)S(=O)(=O)NC1=NC(=NC(=C1)OCC(F)(F)F)SCC1=C(C(=CC=C1)F)F (4-[[[2-[[(2,3-difluorophenyl)methyl]thio]-6-(2,2,2-trifluoroethoxy)-4-pyrimidinyl]amino]sulfonyl]-1-piperazinecarboxylic acid-1,1-dimethylethyl ester). Reaction SMILES: [CH3:1][C:2]([O:5][C:6]([N:8]1[CH2:13][CH2:12][N:11]([S:14]([NH2:17])(=[O:16])=[O:15])[CH2:10][CH2:9]1)=[O:7])([CH3:4])[CH3:3].C1(P(C2CCCCC2)C2C=CC=CC=2C2C(C(C)C)=CC(C(C)C)=CC=2C(C)C)CCCCC1.C(=O)([O-])[O-].[Cs+].[Cs+].Cl[C:59]1[CH:64]=[C:63]([O:65][CH2:66][C:67]([F:70])([F:69])[F:68])[N:62]=[C:61]([S:71][CH2:72][C:73]2[CH:78]=[CH:77][CH:76]=[C:75]([F:79])[C:74]=2[F:80])[N:60]=1>O1CCOCC1.C1C=CC(/C=C/C(/C=C/C2C=CC=CC=2)=O)=CC=1.C1C=CC(/C=C/C(/C=C/C2C=CC=CC=2)=O)=CC=1.C1C=CC(/C=C/C(/C=C/C2C=CC=CC=2)=O)=CC=1.[Pd].[Pd]>[CH3:4][C:2]([O:5][C:6]([N:8]1[CH2:13][CH2:12][N:11]([S:14]([NH:17][C:59]2[CH:64]=[C:63]([O:65][CH2:66][C:67]([F:68])([F:70])[F:69])[N:62]=[C:61]([S:71][CH2:72][C:73]3[CH:78]=[CH:77][CH:76]=[C:75]([F:79])[C:74]=3[F:80])[N:60]=2)(=[O:16])=[O:15])[CH2:10][CH2:9]1)=[O:7])([CH3:1])[CH3:3] |f:2.3.4,7.8.9.10.11|. Procedure details: The subtitle compound was prepared according to the procedure outlined in example 1 step (iv) using a mixture of 4-(aminosulfonyl)-1-piperazinecarboxylic acid-1,1-dimethylethyl ester (the product from example 15, step i), 0.40 g), tris(dibenzylideneacetone)dipalladium (0) (91 mg), 2-dicyclohexylphosphino-2′,4′,6′-tri-isopropyl-1,1′-biphenyl (XPHOS) (48 mg), cesium carbonate (0.49 g) and 4-chloro-2-[[(2,3-difluorophenyl)methyl]thio]-6-(2,2,2-trifluoroethoxy)-pyrimidine (the product from example 1... The reactants are Brc1ccccn1, CCOC(C)=O, CC(C)(C)[O-], Cc1ccccc1, Nc1ccccc1, [Na+], O=C(C=Cc1ccccc1)C=Cc1ccccc1, O=C(C=Cc1ccccc1)C=Cc1ccccc1, O=C(C=Cc1ccccc1)C=Cc1ccccc1, [Pd], [Pd], c1ccc(P(c2ccccc2)c2ccc3ccccc3c2-c2c(P(c3ccccc3)c3ccccc3)ccc3ccccc23)cc1. The product is c1ccc(Nc2ccccn2)cc1. As a reaction SMILES: [Br:1][c:2]1[cH:3][cH:4][cH:5][cH:6][n:7]1.[CH3:130][CH2:131][O:132][C:133](=[O:134])[CH3:135].[CH3:61][C:62]([CH3:63])([O-:64])[CH3:65].[CH3:67][c:68]1[cH:69][cH:70][cH:71][cH:72][cH:73]1.[NH2:8][c:9]1[cH:10][cH:11][cH:12][cH:13][cH:14]1.[Na+:66].[O:112]=[C:113]([CH:114]=[CH:115][c:116]1[cH:117][cH:118][cH:119][cH:120][cH:121]1)[CH:122]=[CH:123][c:124]1[cH:125][cH:126][cH:127][cH:128][cH:129]1.[O:76]=[C:77]([CH:78]=[CH:79][c:80]1[cH:81][cH:82][cH:83][cH:84][cH:85]1)[CH:86]=[CH:87][c:88]1[cH:89][cH:90][cH:91][cH:92][cH:93]1.[O:94]=[C:95]([CH:96]=[CH:97][c:98]1[cH:99][cH:100][cH:101][cH:102][cH:103]1)[CH:104]=[CH:105][c:106]1[cH:107][cH:108][cH:109][cH:110][cH:111]1.[Pd:74].[Pd:75].[c:15]1([P:16]([c:17]2[cH:18][cH:19][cH:20][cH:21][cH:22]2)[c:23]2[cH:24][cH:25][c:26]3[c:27]([cH:28][cH:29][cH:30][cH:31]3)[c:32]2-[c:33]2[c:34]3[c:35]([cH:36][cH:37][cH:38][cH:39]3)[cH:40][cH:41][c:42]2[P:43]([c:44]2[cH:45][cH:46][cH:47][cH:48][cH:49]2)[c:50]2[cH:51][cH:52][cH:53][cH:54][cH:55]2)[cH:56][cH:57][cH:58][cH:59][cH:60]1>>[c:2]1([NH:8][c:9]2[cH:10][cH:11][cH:12][cH:13][cH:14]2)[cH:3][cH:4][cH:5][cH:6][n:7]1. Reaction SMILES: [Br:33][N:34]1[C:35](=[O:36])[CH2:37][CH2:38][C:39]1=[O:40].[C:15]([O:16][O:17][C:18](=[O:19])[c:20]1[cH:21][cH:22][cH:23][cH:24][cH:25]1)(=[O:26])[c:27]1[cH:28][cH:29][cH:30][cH:31][cH:32]1.[CH3:51][CH2:52][OH:53].[Cl:1][c:2]1[cH:3][c:4]([CH3:14])[cH:5][c:6]([Cl:13])[c:7]1[C:8](=[C:9]([Cl:10])[Cl:11])[Cl:12].[N-:42]=[N+:43]=[N-:44].[Na+:41].[cH:45]1[cH:46][cH:47][cH:48][cH:49][cH:50]1>>[Cl:1][c:2]1[cH:3][c:4]([CH2:14][N:42]=[N+:43]=[N-:44])[cH:5][c:6]([Cl:13])[c:7]1[C:8](=[C:9]([Cl:10])[Cl:11])[Cl:12]. Product: [N-]=[N+]=NCc1cc(Cl)c(C(Cl)=C(Cl)Cl)c(Cl)c1. The reactants are O=C1CCC(=O)N1Br, O=C(OOC(=O)c1ccccc1)c1ccccc1, CCO, Cc1cc(Cl)c(C(Cl)=C(Cl)Cl)c(Cl)c1, [N-]=[N+]=[N-], [Na+], c1ccccc1. Run in C1CCOC1.O (THF H2O). Reactants: COC(=O)C=1C=CC2=C(NC(CO2)=O)C1 (3-oxo-3,4-dihydro-2H-benzo[1,4]oxazine-6-carboxylic acid methyl ester), [Li+].[OH-] (LiOH). The product is O=C1COC2=C(N1)C=C(C=C2)C(=O)O (3-Oxo-3,4-dihydro-2H-benzo[1,4]oxazine-6-carboxylic acid). RXN SMILES: C[O:2][C:3]([C:5]1[CH:6]=[CH:7][C:8]2[O:13][CH2:12][C:11](=[O:14])[NH:10][C:9]=2[CH:15]=1)=[O:4].[Li+].[OH-]>C1COCC1.O>[O:14]=[C:11]1[NH:10][C:9]2[CH:15]=[C:5]([C:3]([OH:4])=[O:2])[CH:6]=[CH:7][C:8]=2[O:13][CH2:12]1 |f:1.2,3.4|. Procedure: To a solution of 3-oxo-3,4-dihydro-2H-benzo[1,4]oxazine-6-carboxylic acid methyl ester (3.13 g, 15.1 mmol) in THF/H2O (3:1; 76 mL) was added a LiOH (4 M in H2O; 19.0 mL, 75.5 mmol), and the solution was stirred at RT for 24 h. The solution was concentrated, diluted with H2O (50 mL), and acidified to pH<1 with conc. HCl. The resulting precipitate was collected by filtration afforded 7.6 g of the title compound contaminated with excess HCl and H2O. MS (ESI): exact mass calculated for C6H7NO4, 193.... Reaction conditions: time 24 hour. Isolated yield 260.6%. Reaction SMILES: [C:40].[CH3:37][OH:38].[N+:1]([O-:2])(=[O:3])[c:4]1[c:5]([CH2:10][CH2:11][c:12]2[n:13][nH:14][c:15]3[c:16]2[c:17](=[O:31])[n:18](-[c:25]2[cH:26][cH:27][cH:28][cH:29][cH:30]2)[c:19]2[n:20][cH:21][cH:22][cH:23][c:24]32)[cH:6][cH:7][cH:8][cH:9]1.[O:32]=[CH:33][N:34]([CH3:35])[CH3:36].[Pd:39]>>[NH2:1][c:4]1[c:5]([CH2:10][CH2:11][c:12]2[n:13][nH:14][c:15]3[c:16]2[c:17](=[O:31])[n:18](-[c:25]2[cH:26][cH:27][cH:28][cH:29][cH:30]2)[c:19]2[n:20][cH:21][cH:22][cH:23][c:24]32)[cH:6][cH:7][cH:8][cH:9]1. The reactants are C, CO, O=c1c2c(CCc3ccccc3[N+](=O)[O-])n[nH]c2c2cccnc2n1-c1ccccc1, CN(C)C=O, [Pd]. Yields the product Nc1ccccc1CCc1n[nH]c2c1c(=O)n(-c1ccccc1)c1ncccc21. Starting materials: O=C([O-])[O-], FC(F)(F)c1ccc(C=Cc2nc(CCl)co2)cc1, Oc1ccc(CCCCCl)cc1, [K+], [K+], CN(C)C=O, O. Product: FC(F)(F)c1ccc(C=Cc2nc(COc3ccc(CCCCCl)cc3)co2)cc1. As a reaction SMILES: [C:32](=[O:33])([O-:34])[O-:35].[Cl:1][CH2:2][c:3]1[n:4][c:5]([CH:8]=[CH:9][c:10]2[cH:11][cH:12][c:13]([C:16]([F:17])([F:18])[F:19])[cH:14][cH:15]2)[o:6][cH:7]1.[Cl:20][CH2:21][CH2:22][CH2:23][CH2:24][c:25]1[cH:26][cH:27][c:28]([OH:31])[cH:29][cH:30]1.[K+:36].[K+:37].[O:39]=[CH:40][N:41]([CH3:42])[CH3:43].[OH2:38]>>[CH2:2]([c:3]1[n:4][c:5]([CH:8]=[CH:9][c:10]2[cH:11][cH:12][c:13]([C:16]([F:17])([F:18])[F:19])[cH:14][cH:15]2)[o:6][cH:7]1)[O:31][c:28]1[cH:27][cH:26][c:25]([CH2:24][CH2:23][CH2:22][CH2:21][Cl:20])[cH:30][cH:29]1.